Dataset: the Open Reaction Database (ORD), a public repository of structured organic reaction records. Task: describe an organic reaction: reactants, conditions, products, and yield The reactants are [BH4-], CC(=O)O, CC(C)O, ClCCl, O=CC(CCOC1CCCCO1)c1ccc(Cl)c(Cl)c1, [Na+], O. Product: OCC(CCOC1CCCCO1)c1ccc(Cl)c(Cl)c1. RXN SMILES: [BH4-:1].[CH3:23][C:24](=[O:25])[OH:26].[CH3:28][CH:29]([OH:30])[CH3:31].[Cl:32][CH2:33][Cl:34].[Cl:3][c:4]1[cH:5][c:6]([CH:11]([CH:12]=[O:13])[CH2:14][CH2:15][O:16][CH:17]2[O:18][CH2:19][CH2:20][CH2:21][CH2:22]2)[cH:7][cH:8][c:9]1[Cl:10].[Na+:2].[OH2:27]>>[Cl:3][c:4]1[cH:5][c:6]([CH:11]([CH2:12][OH:13])[CH2:14][CH2:15][O:16][CH:17]2[O:18][CH2:19][CH2:20][CH2:21][CH2:22]2)[cH:7][cH:8][c:9]1[Cl:10]. The reactants are N#Cc1ccccc1-c1ccc(CBr)cc1, O=C([O-])[O-], CCc1cc2c(=O)n(C(C)C(=O)OC)c(=O)[nH]c2s1, CC#N, [K+], [K+]. The product is CCc1cc2c(=O)n(C(C)C(=O)OC)c(=O)n(Cc3ccc(-c4ccccc4C#N)cc3)c2s1. RXN SMILES: [Br:20][CH2:21][c:22]1[cH:23][cH:24][c:25](-[c:28]2[c:29]([C:34]#[N:35])[cH:30][cH:31][cH:32][cH:33]2)[cH:26][cH:27]1.[C:36](=[O:37])([O-:38])[O-:39].[CH2:1]([CH3:2])[c:3]1[cH:4][c:5]2[c:6]([nH:7][c:8](=[O:18])[n:9]([CH:12]([C:13](=[O:14])[O:15][CH3:16])[CH3:17])[c:10]2=[O:11])[s:19]1.[CH3:42][C:43]#[N:44].[K+:40].[K+:41]>>[CH2:1]([CH3:2])[c:3]1[cH:4][c:5]2[c:6]([n:7]([CH2:21][c:22]3[cH:23][cH:24][c:25](-[c:28]4[c:29]([C:34]#[N:35])[cH:30][cH:31][cH:32][cH:33]4)[cH:26][cH:27]3)[c:8](=[O:18])[n:9]([CH:12]([C:13](=[O:14])[O:15][CH3:16])[CH3:17])[c:10]2=[O:11])[s:19]1. Starting materials: N[C@H]1CC[C@H](C2=CC=CC=C12)O ((1R,4S)-4-Amino-1,2,3,4-tetrahydro-naphthalen-1-ol), [H-].[Na+] (NaH), C(C)(C)(C)OC(=O)N1CCC(CC1)CC1=NN=C2N1C=C(C=C2)F (4-(6-Fluoro-[1,2,4]triazolo[4,3-a]pyridin-3-ylmethyl)-piperidine-1-carboxylic acid tert-butyl ester). The solvent is CN(C)C=O (DMF). Run at time 45 minute. Yields the product C(C)(C)(C)OC(=O)N1CCC(CC1)CC1=NN=C2N1C=C(C=C2)O[C@@H]2CC[C@@H](C1=CC=CC=C21)N (4-[6-((1R,4S)-4-Amino-1,2,3,4-tetrahydro-naphthalen-1-yloxy)-[1,2,4]triazolo[4,3-a]pyridin-3-ylmethyl]-piperidine-1-carboxylic acid tert-butyl ester). Yield: 44.1%. As a reaction SMILES: [NH2:1][C@@H:2]1[C:11]2[C:6](=[CH:7][CH:8]=[CH:9][CH:10]=2)[C@H:5]([OH:12])[CH2:4][CH2:3]1.[H-].[Na+].[C:15]([O:19][C:20]([N:22]1[CH2:27][CH2:26][CH:25]([CH2:28][C:29]2[N:33]3[CH:34]=[C:35](F)[CH:36]=[CH:37][C:32]3=[N:31][N:30]=2)[CH2:24][CH2:23]1)=[O:21])([CH3:18])([CH3:17])[CH3:16]>CN(C=O)C>[C:15]([O:19][C:20]([N:22]1[CH2:23][CH2:24][CH:25]([CH2:28][C:29]2[N:33]3[CH:34]=[C:35]([O:12][C@H:5]4[C:6]5[C:11](=[CH:10][CH:9]=[CH:8][CH:7]=5)[C@@H:2]([NH2:1])[CH2:3][CH2:4]4)[CH:36]=[CH:37][C:32]3=[N:31][N:30]=2)[CH2:26][CH2:27]1)=[O:21])([CH3:18])([CH3:16])[CH3:17] |f:1.2|. Procedure details: To a solution of Intermediate A (392 mg, 2.40 mmol) in dry DMF (5 mL) was added NaH (60% dispersion in mineral oil, 240 mg, 6.00 mmol) and the resulting brown suspension was stirred at RT for 45 min (CARE: gas evolution). Intermediate 22a (669 mg, 2.00 mmol) was added and the dark brown solution stirred at 60° C. for 2 h. The cooled solution was concentrated in vacuo, redissolved in MeOH (5 mL), applied to an SCX-2 cartridge (20 g) and washed with MeOH (100 mL). The product was eluted with 2M NH...